This data is from the Open Reaction Database (ORD), a public repository of structured organic reaction records. The task is: describe an organic reaction: reactants, conditions, products, and yield The reactants are CO, [Na+], C1CCOC1, [OH-], COC(=O)c1sccc1NS(=O)(=O)c1ccc2c(c1)CCCC2. Product: O=C(O)c1sccc1NS(=O)(=O)c1ccc2c(c1)CCCC2. Reaction SMILES: [CH3:26][OH:27].[Na+:25].[O:28]1[CH2:29][CH2:30][CH2:31][CH2:32]1.[OH-:24].[cH:1]1[c:2]([S:11](=[O:12])(=[O:13])[NH:14][c:15]2[c:16]([C:20](=[O:21])[O:22][CH3:23])[s:17][cH:18][cH:19]2)[cH:3][cH:4][c:5]2[c:10]1[CH2:9][CH2:8][CH2:7][CH2:6]2>>[cH:1]1[c:2]([S:11](=[O:12])(=[O:13])[NH:14][c:15]2[c:16]([C:20](=[O:21])[OH:22])[s:17][cH:18][cH:19]2)[cH:3][cH:4][c:5]2[c:10]1[CH2:9][CH2:8][CH2:7][CH2:6]2.